From a dataset of the Open Reaction Database (ORD), a public repository of structured organic reaction records. describe an organic reaction: reactants, conditions, products, and yield Starting materials: CC(C)(C)OC(=O)C=Cc1ccc(C=CC(=O)c2ccc(F)c(F)c2)cc1, ClCCl, O=C(O)C(F)(F)F. Yields the product O=C(O)C=Cc1ccc(C=CC(=O)c2ccc(F)c(F)c2)cc1. As a reaction SMILES: [C:1]([CH3:2])([CH3:3])([CH3:4])[O:5][C:6]([CH:7]=[CH:8][c:9]1[cH:10][cH:11][c:12]([CH:15]=[CH:16][C:17](=[O:18])[c:19]2[cH:20][c:21]([F:26])[c:22]([F:25])[cH:23][cH:24]2)[cH:13][cH:14]1)=[O:27].[Cl:35][CH2:36][Cl:37].[OH:28][C:29]([C:30]([F:31])([F:32])[F:33])=[O:34]>>[O:5]=[C:6]([CH:7]=[CH:8][c:9]1[cH:10][cH:11][c:12]([CH:15]=[CH:16][C:17](=[O:18])[c:19]2[cH:20][c:21]([F:26])[c:22]([F:25])[cH:23][cH:24]2)[cH:13][cH:14]1)[OH:27]. Procedure: 100 parts of hydrogenated polyisoprene glycol (PIP-H, average molecular weight of 2,500, made by Idemitsu Petrochemicals Corp. Japan), 35 parts of epichlorohydrin, 16 parts of pelletized sodium hydroxide, 1 part of benzyl trimethyl ammonium chloride and 50 parts of toluene were fed and reacted under a vigorous stirring at 50 degrees C. for 5 hours in the nitrogen atmosphere. After the reaction, 100 parts of water were added and the product was washed while stirring for 10 minutes. After laying i... Starting materials: polyisoprene glycol, C1(=CC=CC=C1)C (toluene), O (water), C(Cl)C1CO1 (epichlorohydrin), [OH-].[Na+] (sodium hydroxide). As a reaction SMILES: [CH2:1]([CH:3]1[O:5][CH2:4]1)Cl.[OH-:6].[Na+].[C:8]1([CH3:14])C=CC=C[CH:9]=1.[OH2:15]>[Cl-].C([N+](C)(C)C)C1C=CC=CC=1>[CH2:1]([O:6][CH2:9][CH:8]1[O:15][CH2:14]1)[CH:3]1[O:5][CH2:4]1 |f:1.2,5.6|. Reaction conditions: temperature 50 celsius, time 5 hour. The reagents and catalysts are [Cl-].C(C1=CC=CC=C1)[N+](C)(C)C (benzyl trimethyl ammonium chloride). Product: C(C1CO1)OCC1CO1 (Glycidyl ether). Starting materials: CC(C)CCON=O, CN(C)C=O, CCOC(=O)Cc1ccc2nc(N)sc2c1, O. Yields the product CCOC(=O)Cc1ccc2ncsc2c1. Reaction SMILES: [CH3:17][CH:18]([CH2:19][CH2:20][O:21][N:22]=[O:23])[CH3:24].[CH3:26][N:27]([CH3:28])[CH:29]=[O:30].[NH2:1][c:2]1[s:3][c:4]2[c:5]([n:6]1)[cH:7][cH:8][c:9]([CH2:11][C:12](=[O:13])[O:14][CH2:15][CH3:16])[cH:10]2.[OH2:25]>>[cH:2]1[s:3][c:4]2[c:5]([n:6]1)[cH:7][cH:8][c:9]([CH2:11][C:12](=[O:13])[O:14][CH2:15][CH3:16])[cH:10]2. Starting materials: ClC1=C(C=C(C(=C1)Cl)Cl)OC([C@@H](NC(=O)OC(C)(C)C)CC=1SC=CC1)=O (N-t-butoxycarbonyl-β-(2-thienyl)-L-alanine 2,4,5-trichlorophenyl ester), C(C1=CC=CC=C1)OC([C@@H](NC([C@@H](NC(=O)OC(C)(C)C)CC1=CNC2=CC=CC=C12)=O)CCSC)=O (N-t-butoxycarbonyl-L-tryptophyl-L-methionine benzyl ester). The product is C(C1=CC=CC=C1)OC([C@@H](NC([C@@H](NC(=O)OC(C)(C)C)CC=1SC=CC1)=O)CCSC)=O (N-t-butoxycarbonyl-β-(2-thienyl)-L-alanyl-L-methionine benzyl ester). As a reaction SMILES: ClC1C=C(Cl)C(Cl)=CC=1O[C:11](=[O:27])[C@H:12]([CH2:21][C:22]1[S:23][CH:24]=[CH:25][CH:26]=1)[NH:13][C:14]([O:16][C:17]([CH3:20])([CH3:19])[CH3:18])=[O:15].[CH2:28]([O:35][C:36](=[O:64])[C@H:37]([CH2:60][CH2:61][S:62][CH3:63])[NH:38]C(=O)[C@H](CC1C2C(=CC=CC=2)NC=1)NC(OC(C)(C)C)=O)[C:29]1[CH:34]=[CH:33][CH:32]=[CH:31][CH:30]=1>>[CH2:28]([O:35][C:36](=[O:64])[C@H:37]([CH2:60][CH2:61][S:62][CH3:63])[NH:38][C:11](=[O:27])[C@H:12]([CH2:21][C:22]1[S:23][CH:24]=[CH:25][CH:26]=1)[NH:13][C:14]([O:16][C:17]([CH3:18])([CH3:19])[CH3:20])=[O:15])[C:29]1[CH:34]=[CH:33][CH:32]=[CH:31][CH:30]=1. Procedure details: When an equivalent quantity of N-t-butoxycarbonyl-β-(2-thienyl)-L-alanine 2,4,5-trichlorophenyl ester is substituted for the N-t-butoxycarbonyl-L-tryptophan 2,4,5-trichlorophenyl ester of Example 5 and the procedure detailed therein substantially repeated, there is obtained N-t-butoxycarbonyl-β-(2-thienyl)-L-alanyl-L-methionine benzyl ester. The reactants are C(=O)NC1=C(C(=O)N)C=C(C=C1)O (2-formylamino-5-hydroxybenzamide), C([O-])([O-])=O.[K+].[K+] (potassium carbonate), COC1=C(CBr)C=C(C=C1)OC (2,5-dimethoxybenzylbromide). The solvent is CN(C=O)C (dimethylformamide). Reaction conditions: time 4 hour. Yields the product COC1=C(COC=2C=CC(=C(C(=O)N)C2)NC=O)C=C(C=C1)OC (5-(2,5-Dimethoxybenzyloxy)-2-formylaminobenzamide). As a reaction SMILES: [CH:1]([NH:3][C:4]1[CH:12]=[CH:11][C:10]([OH:13])=[CH:9][C:5]=1[C:6]([NH2:8])=[O:7])=[O:2].C(=O)([O-])[O-].[K+].[K+].[CH3:20][O:21][C:22]1[CH:29]=[CH:28][C:27]([O:30][CH3:31])=[CH:26][C:23]=1[CH2:24]Br>CN(C)C=O>[CH3:20][O:21][C:22]1[CH:29]=[CH:28][C:27]([O:30][CH3:31])=[CH:26][C:23]=1[CH2:24][O:13][C:10]1[CH:11]=[CH:12][C:4]([NH:3][CH:1]=[O:2])=[C:5]([CH:9]=1)[C:6]([NH2:8])=[O:7] |f:1.2.3|. Reported procedure: A solution of 140 mg of 2-formylamino-5-hydroxybenzamide in 15 ml of dry dimethylformamide is treated subsequently with 160 mg of potassium carbonate and 180 mg of 2,5-dimethoxybenzylbromide. The mixture is stirred at room temperature for 4 hours, and then the solvent is distilled off in vacuo. The residue is partitioned between water and ethyl acetate, and the separated organic layer is dried over magnesium sulfate and evaporated in vacuo. Purification of the crude product thus obtained by sili... Starting materials: O=C([O-])[O-], CCOC(=O)c1sc(Br)nc1C, CN(C)C=O, [K+], [K+], Oc1ccccc1. Yields the product CCOC(=O)c1sc(Oc2ccccc2)nc1C. As a reaction SMILES: [C:20](=[O:21])([O-:22])[O-:23].[CH2:1]([CH3:2])[O:3][C:4](=[O:5])[c:6]1[c:7]([CH3:12])[n:8][c:9]([Br:11])[s:10]1.[CH3:26][N:27]([CH3:28])[CH:29]=[O:30].[K+:24].[K+:25].[OH:13][c:14]1[cH:15][cH:16][cH:17][cH:18][cH:19]1>>[CH2:1]([CH3:2])[O:3][C:4](=[O:5])[c:6]1[c:7]([CH3:12])[n:8][c:9]([O:13][c:14]2[cH:15][cH:16][cH:17][cH:18][cH:19]2)[s:10]1. The reactants are ClC1=NC(=CC2=CC(=CC=C12)OC)NC1=NNC(=C1)C ((1-chloro-6-methoxy-isoquinolin-3-yl)-(5-methyl-1H-pyrazol-3-yl)-amine), CN1N=CC(=C1)B(O)O (N-methyl-pyrazole-4-boronic acid). Yields the product CC1=CC(=NN1)NC=1N=C(C2=CC=C(C=C2C1)OC)C=1C=NNC1 ((5-methyl-1H-pyrazol-3-yl)-[1-(1H-pyrazol-4-yl)-6-methoxy-isoquinolin-3-yl]-amine). RXN SMILES: Cl[C:2]1[C:11]2[C:6](=[CH:7][C:8]([O:12][CH3:13])=[CH:9][CH:10]=2)[CH:5]=[C:4]([NH:14][C:15]2[CH:19]=[C:18]([CH3:20])[NH:17][N:16]=2)[N:3]=1.C[N:22]1[CH:26]=[C:25](B(O)O)[CH:24]=[N:23]1>>[CH3:20][C:18]1[NH:17][N:16]=[C:15]([NH:14][C:4]2[N:3]=[C:2]([C:25]3[CH:26]=[N:22][NH:23][CH:24]=3)[C:11]3[C:6]([CH:5]=2)=[CH:7][C:8]([O:12][CH3:13])=[CH:9][CH:10]=3)[CH:19]=1. Procedure details: Similar procedure as described in example 131 was used, starting from (1-chloro-6-methoxy-isoquinolin-3-yl)-(5-methyl-1H-pyrazol-3-yl)-amine and N-methyl-pyrazole-4-boronic acid to give (5-methyl-1H-pyrazol-3-yl)-[1-(1H-pyrazol-4-yl)-6-methoxy-isoquinolin-3-yl]-amine. LC-MS m/e 335(MH+). Reactants: COC(=O)c1ccc(C(=O)Cl)cc1, COC(=O)c1ccc(C(=O)Nc2nn(Cc3ccc(OC(F)F)cc3)c3c(F)cccc23)cc1, Nc1nn(Cc2ccc(OC(F)F)cc2)c2c(F)cccc12. The product is O=C(O)c1ccc(C(=O)Nc2nn(Cc3ccc(OC(F)F)cc3)c3c(F)cccc23)cc1. RXN SMILES: [CH3:23][O:24][C:25](=[O:26])[c:27]1[cH:28][cH:29][c:30]([C:31]([Cl:32])=[O:33])[cH:34][cH:35]1.[CH3:36][O:37][C:38]([c:39]1[cH:40][cH:41][c:42]([C:43](=[O:44])[NH:45][c:46]2[n:47][n:48]([CH2:56][c:57]3[cH:58][cH:59][c:60]([O:63][CH:64]([F:65])[F:66])[cH:61][cH:62]3)[c:49]3[c:50]([F:55])[cH:51][cH:52][cH:53][c:54]23)[cH:67][cH:68]1)=[O:69].[F:1][CH:2]([F:3])[O:4][c:5]1[cH:6][cH:7][c:8]([CH2:9][n:10]2[c:11]3[c:12]([cH:13][cH:14][cH:15][c:16]3[F:17])[c:18]([NH2:19])[n:20]2)[cH:21][cH:22]1>>[O:37]=[C:38]([c:39]1[cH:40][cH:41][c:42]([C:43](=[O:44])[NH:45][c:46]2[n:47][n:48]([CH2:56][c:57]3[cH:58][cH:59][c:60]([O:63][CH:64]([F:65])[F:66])[cH:61][cH:62]3)[c:49]3[c:50]([F:55])[cH:51][cH:52][cH:53][c:54]23)[cH:67][cH:68]1)[OH:69]. Reactants: C(C)(C)(C)OC(=O)N[C@@H](C)C(=O)O (N-(tert-Butoxycarbonyl)-L-alanine), Cl.CN(CCCN=C=NCC)C (N-(3-dimethylaminopropyl)-N′-ethylcarbodiimide hydrochloride), C1=CC2=C(N=C1)N(N=N2)O (HOAt), FC=1C=C(C(=CC1)N)NC1=NC=CC=N1 (4-fluoro-N2-pyrimidin-2-yl-benzene-1,2-diamine). Run in C(Cl)Cl (DCM), CN(C)C=O (DMF), O (water). Reaction conditions: time 2 hour. Yields the product C(C)(C)(C)OC(N[C@@H](C)C(NC1=C(C=C(C=C1)F)NC1=NC=CC=N1)=O)=O ({(S)-1-[4-Fluoro-2-(pyrimidin-2-ylamino)phenylcarbamoyl]ethyl}carbamic acid tert-butyl ester). Isolated yield 88.6%. RXN SMILES: [C:1]([O:5][C:6]([NH:8][C@H:9]([C:11]([OH:13])=O)[CH3:10])=[O:7])([CH3:4])([CH3:3])[CH3:2].Cl.CN(C)CCCN=C=NCC.C1C=NC2N(O)N=NC=2C=1.[F:36][C:37]1[CH:38]=[C:39]([NH:44][C:45]2[N:50]=[CH:49][CH:48]=[CH:47][N:46]=2)[C:40]([NH2:43])=[CH:41][CH:42]=1>C(Cl)Cl.CN(C=O)C.O>[C:1]([O:5][C:6](=[O:7])[NH:8][C@H:9]([C:11](=[O:13])[NH:43][C:40]1[CH:41]=[CH:42][C:37]([F:36])=[CH:38][C:39]=1[NH:44][C:45]1[N:46]=[CH:47][CH:48]=[CH:49][N:50]=1)[CH3:10])([CH3:2])([CH3:3])[CH3:4] |f:1.2|. Procedure: N-(tert-Butoxycarbonyl)-L-alanine (199 mg, 1.05 mmol), N-(3-dimethylaminopropyl)-N′-ethylcarbodiimide hydrochloride (222 mg, 1.15 mmol) and HOAt (143 mg, 1.05 mmol) were added to 4-fluoro-N2-pyrimidin-2-yl-benzene-1,2-diamine (215 mg, 1.05 mmol) in DCM (8.0 ml) and DMF (800 μl) at 0° C. The reaction was stirred for 2 h then poured into water and the aqueous layer extracted with DCM (×3). The combined organic fractions were washed with brine, dried (Na2SO4) and concentrated in vacuo. The product ... Starting materials: CC(C)O, O, CCOC(=O)CC1CCN(C(=O)CN2CCN(c3ccncc3)CC2)CC1. Product: O=C(O)CC1CCN(C(=O)CN2CCN(c3ccncc3)CC2)CC1. RXN SMILES: [CH:28]([OH:29])([CH3:30])[CH3:31].[OH2:32].[n:1]1[cH:2][cH:3][c:4]([N:7]2[CH2:8][CH2:9][N:10]([CH2:13][C:14](=[O:15])[N:16]3[CH2:17][CH2:18][CH:19]([CH2:22][C:23](=[O:24])[O:25][CH2:26][CH3:27])[CH2:20][CH2:21]3)[CH2:11][CH2:12]2)[cH:5][cH:6]1>>[n:1]1[cH:2][cH:3][c:4]([N:7]2[CH2:8][CH2:9][N:10]([CH2:13][C:14](=[O:15])[N:16]3[CH2:17][CH2:18][CH:19]([CH2:22][C:23](=[O:24])[OH:25])[CH2:20][CH2:21]3)[CH2:11][CH2:12]2)[cH:5][cH:6]1.